Dataset: the Open Reaction Database (ORD), a public repository of structured organic reaction records. Task: describe an organic reaction: reactants, conditions, products, and yield Reactants: O=C([O-])[O-], CC#N, O=C(NC1CC(F)(F)C1)c1cccc(CCl)c1, [I-], [K+], [K+], CC(C)(C)OC(=O)N1CCNCC1, [Na+]. Product: CC(C)(C)OC(=O)N1CCN(Cc2cccc(C(=O)NC3CC(F)(F)C3)c2)CC1. Reaction SMILES: [C:31](=[O:32])([O-:33])[O-:34].[CH3:39][C:40]#[N:41].[Cl:1][CH2:2][c:3]1[cH:4][c:5]([C:6](=[O:7])[NH:8][CH:9]2[CH2:10][C:11]([F:13])([F:14])[CH2:12]2)[cH:15][cH:16][cH:17]1.[I-:38].[K+:35].[K+:36].[N:18]1([C:24](=[O:25])[O:26][C:27]([CH3:28])([CH3:29])[CH3:30])[CH2:19][CH2:20][NH:21][CH2:22][CH2:23]1.[Na+:37]>>[CH2:2]([c:3]1[cH:4][c:5]([C:6](=[O:7])[NH:8][CH:9]2[CH2:10][C:11]([F:13])([F:14])[CH2:12]2)[cH:15][cH:16][cH:17]1)[N:21]1[CH2:20][CH2:19][N:18]([C:24](=[O:25])[O:26][C:27]([CH3:28])([CH3:29])[CH3:30])[CH2:23][CH2:22]1.